From a dataset of the Open Reaction Database (ORD), a public repository of structured organic reaction records. describe an organic reaction: reactants, conditions, products, and yield Product: O=Cc1ccc2[nH]ncc2n1. RXN SMILES: [CH3:12][S:13]([CH3:14])=[O:15].[Cl:16][CH2:17][Cl:18].[nH:1]1[n:2][cH:3][c:4]2[n:5][c:6]([CH2:10][OH:11])[cH:7][cH:8][c:9]12>>[nH:1]1[n:2][cH:3][c:4]2[n:5][c:6]([CH:10]=[O:11])[cH:7][cH:8][c:9]12. Starting materials: CS(C)=O, ClCCl, OCc1ccc2[nH]ncc2n1.